From a dataset of the Open Reaction Database (ORD), a public repository of structured organic reaction records. describe an organic reaction: reactants, conditions, products, and yield Reactants: C1(=CC=C(C=C1)C1=CC2=C(NC(=N2)S(=O)(=O)C)C=C1F)C1=CC=CC=C1 (5-Biphenyl-4-yl-6-fluoro-2-methanesulfonyl-1H-benzoimidazole), BrC=1C=C(C=CC1)O (3-bromo-phenol). Run in CCOC(=O)C (EtOAc), N1=CC=CC=C1 (pyridine). Reaction conditions: time 48 hour. The product is C1(=CC=C(C=C1)C1=CC2=C(NC(=N2)OC2=CC(=CC=C2)Br)C=C1F)C1=CC=CC=C1 (5-Biphenyl-4-yl-2-(3-bromo-phenoxy)-6-fluoro-1H-benzoimidazole). As a reaction SMILES: [C:1]1([C:21]2[CH:26]=[CH:25][CH:24]=[CH:23][CH:22]=2)[CH:6]=[CH:5][C:4]([C:7]2[C:19]([F:20])=[CH:18][C:10]3[NH:11][C:12](S(C)(=O)=O)=[N:13][C:9]=3[CH:8]=2)=[CH:3][CH:2]=1.[Br:27][C:28]1[CH:29]=[C:30]([OH:34])[CH:31]=[CH:32][CH:33]=1>N1C=CC=CC=1.CCOC(C)=O>[C:1]1([C:21]2[CH:26]=[CH:25][CH:24]=[CH:23][CH:22]=2)[CH:6]=[CH:5][C:4]([C:7]2[C:19]([F:20])=[CH:18][C:10]3[NH:11][C:12]([O:34][C:30]4[CH:31]=[CH:32][CH:33]=[C:28]([Br:27])[CH:29]=4)=[N:13][C:9]=3[CH:8]=2)=[CH:3][CH:2]=1. Procedure details: To a solution of compound 13-6 (1.53 g, 4.2 mmol) in 20 mL in pyridine was added 3-bromo-phenol (1.4 g, 8.4 mmol). The reaction mixture was heated to reflux and allowed to stir for 48 h. The reaction mixture was diluted with EtOAc (150 mL) and washed three times with 100 mL portions of saturated aqueous ammonium chloride. The combined organic layers were dried over MgSO4 filtered and concentrated in vacuo. The crude was purified on ISCO (EtOAc/Hexanes=1/1) to yield the title compound 13-7 along ... Reactants: BrC1=C(C=O)C=C(C=C1)Br (2,5-dibromobenzaldehyde), NC1=C(C=CC=C1)S (2-aminothiophenol), II (iodine). Solvent: CN(C)C=O (DMF). Product: BrC1=C(C=C(C=C1)Br)C=1SC2=C(N1)C=CC=C2 (2-(2,5-dibromophenyl)benzo[d]thiazole). As a reaction SMILES: [Br:1][C:2]1[CH:9]=[CH:8][C:7]([Br:10])=[CH:6][C:3]=1[CH:4]=O.[NH2:11][C:12]1[CH:17]=[CH:16][CH:15]=[CH:14][C:13]=1[SH:18].II>CN(C=O)C>[Br:1][C:2]1[CH:9]=[CH:8][C:7]([Br:10])=[CH:6][C:3]=1[C:4]1[S:18][C:13]2[CH:14]=[CH:15][CH:16]=[CH:17][C:12]=2[N:11]=1. Procedure: 5 g (18.5 mmol) of 2,5-dibromobenzaldehyde, 3 mL (27.7 mmol) of 2-aminothiophenol, and 2.35 g (9.25 mmol) of iodine (I2) were dissolved in 100 mL of DMF. The solution was reacted at 100° C. for 1 hour. The acquired reactant was purified through a column, obtaining 4.64 g (Y=68%) of a white solid. The reactants are C(C)(=O)OC1=CC(=CC=2CC[C@H]3[C@@H]4CCC([C@@]4(C)CC[C@@H]3C12)=O)OC (1-acetoxy-3-methoxyestra-1,3,5(10)-trien-17-one), C(CC)(=O)OC(=C)C (isopropenyl propionate), O.C1(=CC=C(C=C1)S(=O)(=O)O)C (p-toluenesulfonic acid monohydrate). Run in CCOCC (ether). Yields the product C(C)(=O)OC1=CC(=CC=2CC[C@H]3[C@@H]4CC=C([C@@]4(C)CC[C@@H]3C12)OC(CC)=O)OC (1-acetoxy-3-methoxy-17-propionyloxyestra-1,3,5(10),16-tetraene). As a reaction SMILES: [C:1]([O:4][C:5]1[C:22]2[C@@H:21]3[C@H:12]([C@H:13]4[C@@:17]([CH2:19][CH2:20]3)([CH3:18])[C:16](=[O:23])[CH2:15][CH2:14]4)[CH2:11][CH2:10][C:9]=2[CH:8]=[C:7]([O:24][CH3:25])[CH:6]=1)(=[O:3])[CH3:2].[C:26](OC(C)=C)(=[O:29])[CH2:27][CH3:28].O.C1(C)C=CC(S(O)(=O)=O)=CC=1>CCOCC>[C:1]([O:4][C:5]1[C:22]2[C@@H:21]3[C@H:12]([C@H:13]4[C@@:17]([CH2:19][CH2:20]3)([CH3:18])[C:16]([O:23][C:26](=[O:29])[CH2:27][CH3:28])=[CH:15][CH2:14]4)[CH2:11][CH2:10][C:9]=2[CH:8]=[C:7]([O:24][CH3:25])[CH:6]=1)(=[O:3])[CH3:2] |f:2.3|. Procedure details: A solution of 1-acetoxy-3-methoxyestra-1,3,5(10)-trien-17-one (0.884 g, 26 mM), isopropenyl propionate (15.1 g, 123 mM) and p-toluenesulfonic acid monohydrate (0.134 g, 0.7 mM) is heated at 120° on a set-up employing a Vigreaux column as described in Example 9. After heating at 120° for 12 hrs, the temperature is raised to 150° for 1 hr. The pot residue is poured into ether. The ethereal solution is extracted with saturated sodium bicarbonate solution, cold H2O and dried over MgSO4. Evaporation ...